Dataset: the Open Reaction Database (ORD), a public repository of structured organic reaction records. Task: describe an organic reaction: reactants, conditions, products, and yield Starting materials: O=C([O-])O, CC(=O)[O-], CC(=O)[O-], CC(C)(C)OC(=O)Cn1cc(B2OC(C)(C)C(C)(C)O2)cn1, COc1cccc(OC)c1-c1ccccc1P(C1CCCCC1)C1CCCCC1, Cc1cc(Cl)c2c(c1)C(O)(C(F)(F)F)c1ccccc1-2, [Na+], O, O, [Pd+2], Cc1ccccc1. Yields the product Cc1cc(-c2cnn(CC(=O)OC(C)(C)C)c2)c2c(c1)C(O)(C(F)(F)F)c1ccccc1-2. As a reaction SMILES: [C:43](=[O:44])([O-:45])[OH:46].[C:85]([O-:86])(=[O:87])[CH3:88].[C:90]([O-:91])(=[O:92])[CH3:93].[CH3:1][C:2]1([CH3:3])[C:4]([CH3:5])([CH3:6])[O:7][B:8]([c:9]2[cH:10][n:11][n:12]([CH2:14][C:15](=[O:16])[O:17][C:18]([CH3:19])([CH3:20])[CH3:21])[cH:13]2)[O:22]1.[CH:48]1([P:49]([CH:50]2[CH2:51][CH2:52][CH2:53][CH2:54][CH2:55]2)[c:56]2[cH:57][cH:58][cH:59][cH:60][c:61]2-[c:62]2[c:63]([O:64][CH3:65])[cH:66][cH:67][cH:68][c:69]2[O:70][CH3:71])[CH2:72][CH2:73][CH2:74][CH2:75][CH2:76]1.[Cl:23][c:24]1[cH:25][c:26]([CH3:42])[cH:27][c:28]2[c:36]1-[c:35]1[c:30]([cH:31][cH:32][cH:33][cH:34]1)[C:29]2([OH:37])[C:38]([F:39])([F:40])[F:41].[Na+:47].[OH2:77].[OH2:94].[Pd+2:89].[c:78]1([CH3:79])[cH:80][cH:81][cH:82][cH:83][cH:84]1>>[c:9]1(-[c:24]2[cH:25][c:26]([CH3:42])[cH:27][c:28]3[c:36]2-[c:35]2[c:30]([cH:31][cH:32][cH:33][cH:34]2)[C:29]3([OH:37])[C:38]([F:39])([F:40])[F:41])[cH:10][n:11][n:12]([CH2:14][C:15](=[O:16])[O:17][C:18]([CH3:19])([CH3:20])[CH3:21])[cH:13]1. Starting materials: ClC1=C(OC2=CC(=C(C=C2)[N+](=O)[O-])[N+](=O)[O-])C=CC(=C1)C(F)(F)F (4-(2-chloro-4-trifluoromethylphenoxy)-1,2-dinitrobenzene), [Cl-].[NH4+] (ammonium chloride). Reagents/catalysts: [Fe] (Iron). Run in C(C)O.O (ethanol water). The product is ClC1=C(OC2=CC(=C(N)C=C2)N)C=CC(=C1)C(F)(F)F (4-(2-chloro-4-trifluoromethylphenoxy)-2-aminoaniline). As a reaction SMILES: [Cl:1][C:2]1[CH:20]=[C:19]([C:21]([F:24])([F:23])[F:22])[CH:18]=[CH:17][C:3]=1[O:4][C:5]1[CH:10]=[CH:9][C:8]([N+:11]([O-])=O)=[C:7]([N+:14]([O-])=O)[CH:6]=1.[Cl-].[NH4+]>C(O)C.O.[Fe]>[Cl:1][C:2]1[CH:20]=[C:19]([C:21]([F:22])([F:24])[F:23])[CH:18]=[CH:17][C:3]=1[O:4][C:5]1[CH:10]=[CH:9][C:8]([NH2:11])=[C:7]([NH2:14])[CH:6]=1 |f:1.2,3.4|. Reported procedure: A mixture of 4-(2-chloro-4-trifluoromethylphenoxy)-1,2-dinitrobenzene (2.1 g, 5.8 mmol) and ammonium chloride (6.2 g, 116.0 mmol) is heated in ethanol/water (40 ml/20 ml) to 70°. Iron powder (3.2 g, 58.0 mmol) is added in small portions over 15 minutes, and the mixture is then heated under reflux for 2 hours. The reaction is filtered through celite and stripped. The residue is taken up in ether, washed with water, dried and stripped to give 4-(2-chloro-4-trifluoromethylphenoxy)-2-aminoaniline. Reactants: C[N+]1(C[C@H](CC1)S)C ((3S)-1,1-dimethyl-3-mercaptopyrrolidinium), C(C)(C)N(CC)C(C)C (diisopropylethylamine), C1(=CC=CC=C1)P(=O)(C1=CC=CC=C1)Cl (diphenylphosphoryl chloride), C(C)(C)N(CC)C(C)C (diisopropylethylamine), O[C@H](C)[C@@H]1[C@@H]2N(C(C(C2)=O)C(=O)OCC2=CC=C(C=C2)[N+](=O)[O-])C1=O (4-nitrobenzyl (5R, 6S)-6-[(1R)-1-hydroxyethyl]-2-oxo-1-carbapenam-3-carboxylate). Run in C(C)#N (acetonitrile), C(C)#N (acetonitrile). Run at time 1 hour. Yields the product C[N+]1(C[C@H](CC1)SC=1C[C@H]2N(C1C(=O)[O-])C([C@@H]2[C@@H](C)O)=O)C ((5R, 6S)-2-[(3S)-1,1-Dimethylpyrrolidinium-3-ylthio]-6-[-(1R)-1-hydroxyethyl]-1-carbapen-2-em-3-carboxylate). Isolated yield 18.4%. Reaction SMILES: C(N(C(C)C)CC)(C)C.C1(P(Cl)(C2C=CC=CC=2)=O)C=CC=CC=1.[OH:25][C@@H:26]([C@H:28]1[C:48](=[O:49])[N:30]2[CH:31]([C:35]([O:37]CC3C=CC([N+]([O-])=O)=CC=3)=[O:36])[C:32](=O)[CH2:33][C@H:29]12)[CH3:27].[CH3:50][N+:51]1([CH3:57])[CH2:55][CH2:54][C@H:53]([SH:56])[CH2:52]1>C(#N)C>[CH3:50][N+:51]1([CH3:57])[CH2:55][CH2:54][C@H:53]([S:56][C:32]2[CH2:33][C@@H:29]3[C@@H:28]([C@H:26]([OH:25])[CH3:27])[C:48](=[O:49])[N:30]3[C:31]=2[C:35]([O-:37])=[O:36])[CH2:52]1. Reported procedure: 183 μl of diisopropylethylamine and 218 μl of diphenylphosphoryl chloride were simultaneously added, whilst ice-cooling, to a solution of 348 mg of 4-nitrobenzyl (5R, 6S)-6-[(1R)-1-hydroxyethyl]-2-oxo-1-carbapenam-3-carboxylate dissolved in 4 ml of dry acetonitrile and the mixture was stirred at the same temperature for 1 hour. At the end of this time, a solution of 338 mg of the crude (3S)-1,1-dimethyl-3-mercaptopyrrolidinium salt prepared as described in Example 5-(1) in 4 ml of dry acetonitri...